Dataset: the Open Reaction Database (ORD), a public repository of structured organic reaction records. Task: describe an organic reaction: reactants, conditions, products, and yield The reactants are C(C1=CC=CC=C1)NCC(=O)N[C@@H](C(=O)OC)CC1=CC(=C(C=C1)C)C (methyl (2R)-2-[(2-benzylaminoacetyl)amino]-3-(3,4-dimethylphenyl)propionate), C(C)(=O)O (acetic acid), C(C)(C)OC(C)C (isopropyl ether). Solvent: C(C)(C)O (isopropyl alcohol). Conditions: time 5 hour. The product is C(C1=CC=CC=C1)N1C([C@H](NC(C1)=O)CC1=CC(=C(C=C1)C)C)=O ((3R)-1-benzyl-3-(3,4-dimethylbenzyl)-2,5-piperazinedione). Isolated yield 55.4%. RXN SMILES: [CH2:1]([NH:8][CH2:9][C:10]([NH:12][C@H:13]([CH2:18][C:19]1[CH:24]=[CH:23][C:22]([CH3:25])=[C:21]([CH3:26])[CH:20]=1)[C:14](OC)=[O:15])=[O:11])[C:2]1[CH:7]=[CH:6][CH:5]=[CH:4][CH:3]=1.C(O)(=O)C.C(OC(C)C)(C)C>C(O)(C)C>[CH2:1]([N:8]1[CH2:9][C:10](=[O:11])[NH:12][C@H:13]([CH2:18][C:19]2[CH:24]=[CH:23][C:22]([CH3:25])=[C:21]([CH3:26])[CH:20]=2)[C:14]1=[O:15])[C:2]1[CH:7]=[CH:6][CH:5]=[CH:4][CH:3]=1. Procedure details: A mixture of methyl (2R)-2-[(2-benzylaminoacetyl)amino]-3-(3,4-dimethylphenyl)propionate (2.5 g) and acetic acid (0.2 ml) in isopropyl alcohol (8.8 ml) was stirred for 5 hours under reflux. After being cooled to room temperature, isopropyl ether was added to the mixture. The resulting precipitates were collected by filtration and washed with isopropyl ether to give colorless crystals of (3R)-1-benzyl-3-(3,4-dimethylbenzyl)-2,5-piperazinedione (1.26 g). Reactants: C1(CCCCC1)N=C=NC1CCCCC1 (dicyclohexylcarbodiimide), C(C1=CC=CC=C1)(C1=CC=CC=C1)(C1=CC=CC=C1)NC=1SC=C(N1)C(C(=O)O)=NOC(C)(OC)C (2-(2-tritylamino-4-thiazolyl)-2-(1-methyl-1-methoxy-ethoxyimino)-acetic acid), CC1=NN=C(S1)SCC=1CS[C@H]2N(C1C(=O)O)C(C2N)=O (3-[(5-methyl-1,3,4-thiadiazol-2-yl)-thiomethyl]-7-amino-ceph-3-eme-4-carboxylic acid), C(=O)(NC1CCCCC1)NC1CCCCC1 (dicyclohexylurea). The solvent is C(Cl)Cl (methylene chloride), [N+](=O)([O-])C (nitromethane), C(C)N(CC)CC (triethylamine). Run at time 1 hour. Product: C(C1=CC=CC=C1)(C1=CC=CC=C1)(C1=CC=CC=C1)NC=1SC=C(N1)C(C(=O)O)=NO (2-(2-tritylamino-4-thiazolyl)-2-hydroxyimino-acetic acid). As a reaction SMILES: C1(N=C=NC2CCCCC2)CCCCC1.[C:16]([NH:35][C:36]1[S:37][CH:38]=[C:39]([C:41](=[N:45][O:46]C(C)(OC)C)[C:42]([OH:44])=[O:43])[N:40]=1)([C:29]1[CH:34]=[CH:33][CH:32]=[CH:31][CH:30]=1)([C:23]1[CH:28]=[CH:27][CH:26]=[CH:25][CH:24]=1)[C:17]1[CH:22]=[CH:21][CH:20]=[CH:19][CH:18]=1.C(NC1CCCCC1)(NC1CCCCC1)=O.CC1SC(SCC2CS[C@@H]3C(N)C(=O)N3C=2C(O)=O)=NN=1>[N+](C)([O-])=O.C(N(CC)CC)C.C(Cl)Cl>[C:16]([NH:35][C:36]1[S:37][CH:38]=[C:39]([C:41](=[N:45][OH:46])[C:42]([OH:44])=[O:43])[N:40]=1)([C:29]1[CH:34]=[CH:33][CH:32]=[CH:31][CH:30]=1)([C:23]1[CH:24]=[CH:25][CH:26]=[CH:27][CH:28]=1)[C:17]1[CH:22]=[CH:21][CH:20]=[CH:19][CH:18]=1. Procedure details: 0.23 of dicyclohexylcarbodiimide were added under argon at 20° C. to a mixture of 1.002 g of the syn isomer of 2-(2-tritylamino-4-thiazolyl)-2-(1-methyl-1-methoxy-ethoxyimino)-acetic acid and 3 ml of methylene chloride and the mixture was stirred at 20°-25° C. for one hour to obtain a suspension of dicyclohexylurea. In a second flask, 0.28 ml of triethylamine were added at 20° to 25° C. to a suspension of 0.344 g of 3-[(5-methyl-1,3,4-thiadiazol-2-yl)-thiomethyl]-7-amino-ceph-3-eme-4-carboxylic ... Run in C(C)OCC (diethyl ether). Product: C(C)(C)(C)C1=C(C=C(C=C1)CC[C@H](CC1CCCCC1)O[Si](C)(C)C(C)(C)C)[N+](=O)[O-] ((R)-2-t-Butyl-5-(3-t-butyldimethylsilyloxy-4-cyclohexylbutyl)-1-nitrobenzene). Yield: 95.9%. Reaction SMILES: [C:1]([C:5]1[CH:10]=[CH:9][C:8]([CH:11]=[CH:12][C@@H:13]([O:21][Si:22]([C:25]([CH3:28])([CH3:27])[CH3:26])([CH3:24])[CH3:23])[CH2:14][CH:15]2[CH2:20][CH2:19][CH2:18][CH2:17][CH2:16]2)=[CH:7][C:6]=1[N+:29]([O-:31])=[O:30])([CH3:4])([CH3:3])[CH3:2].[H][H]>C(OCC)C.[Pd]>[C:1]([C:5]1[CH:10]=[CH:9][C:8]([CH2:11][CH2:12][C@@H:13]([O:21][Si:22]([C:25]([CH3:28])([CH3:27])[CH3:26])([CH3:24])[CH3:23])[CH2:14][CH:15]2[CH2:20][CH2:19][CH2:18][CH2:17][CH2:16]2)=[CH:7][C:6]=1[N+:29]([O-:31])=[O:30])([CH3:4])([CH3:2])[CH3:3]. Reactants: C(C)(C)(C)C1=C(C=C(C=C1)C=C[C@H](CC1CCCCC1)O[Si](C)(C)C(C)(C)C)[N+](=O)[O-] ((S)-2-t-butyl-5-(3-t-butyldimethylsilyloxy-4-cyclohexyl-1-butenyl)-1-nitrobenzene), [H][H] (hydrogen). The reagents and catalysts are [Pd] (palladium-on-charcoal). Reported procedure: A solution of 2.75 g (6.17 mmol) of (S)-2-t-butyl-5-(3-t-butyldimethylsilyloxy-4-cyclohexyl-1-butenyl)-1-nitrobenzene [prepared as described in step (v) above] in 30 ml of diethyl ether was vigorously stirred for 20 minutes at 0° C. in a stream of hydrogen and in the presence of 303 mg of 10% w/w palladium-on-charcoal. The reaction mixture was then worked up in a similar manner to that described in step (iii) above, to give 2.65 g (yield 96%) of the title nitrobenzene derivative as a colorless o... Starting materials: O=C(O)C(CC(=O)N1CCC(N2CCc3ccccc3NC2=O)CC1)Cc1cc(Cl)c(O)c(C(F)(F)F)c1, C1CC(N2CCOCC2)CCN1. Product: O=C(CC(Cc1cc(Cl)c(O)c(C(F)(F)F)c1)C(=O)N1CCC(N2CCOCC2)CC1)N1CCC(N2CCc3ccccc3NC2=O)CC1. Reaction SMILES: [Cl:1][c:2]1[cH:3][c:4]([CH2:5][CH:6]([C:7](=[O:8])[OH:9])[CH2:10][C:11]([N:12]2[CH2:13][CH2:14][CH:15]([N:18]3[C:19](=[O:29])[NH:20][c:21]4[c:22]([cH:25][cH:26][cH:27][cH:28]4)[CH2:23][CH2:24]3)[CH2:16][CH2:17]2)=[O:30])[cH:31][c:32]([C:35]([F:36])([F:37])[F:38])[c:33]1[OH:34].[NH:39]1[CH2:40][CH2:41][CH:42]([N:45]2[CH2:46][CH2:47][O:48][CH2:49][CH2:50]2)[CH2:43][CH2:44]1>>[Cl:1][c:2]1[cH:3][c:4]([CH2:5][CH:6]([C:7](=[O:9])[N:39]2[CH2:40][CH2:41][CH:42]([N:45]3[CH2:46][CH2:47][O:48][CH2:49][CH2:50]3)[CH2:43][CH2:44]2)[CH2:10][C:11]([N:12]2[CH2:13][CH2:14][CH:15]([N:18]3[C:19](=[O:29])[NH:20][c:21]4[c:22]([cH:25][cH:26][cH:27][cH:28]4)[CH2:23][CH2:24]3)[CH2:16][CH2:17]2)=[O:30])[cH:31][c:32]([C:35]([F:36])([F:37])[F:38])[c:33]1[OH:34]. Starting materials: COc1ccc(C(C)C)cc1-c1ccc(C(F)(F)F)cc1CN(CC(OS(C)(=O)=O)c1cc(C(F)(F)F)cc(C(F)(F)F)c1)C(=O)OC(C)(C)C, CN1CCCN(C)C1=O, CCOC(C)=O, [N-]=[N+]=[N-], [Na+]. Product: COc1ccc(C(C)C)cc1-c1ccc(C(F)(F)F)cc1CN(CC(N=[N+]=[N-])c1cc(C(F)(F)F)cc(C(F)(F)F)c1)C(=O)OC(C)(C)C. As a reaction SMILES: [CH3:1][S:2]([O:3][CH:6]([CH2:7][N:8]([CH2:9][c:10]1[c:11](-[c:20]2[c:21]([O:29][CH3:30])[cH:22][cH:23][c:24]([CH:26]([CH3:27])[CH3:28])[cH:25]2)[cH:12][cH:13][c:14]([C:16]([F:17])([F:18])[F:19])[cH:15]1)[C:31](=[O:32])[O:33][C:34]([CH3:35])([CH3:36])[CH3:37])[c:38]1[cH:39][c:40]([C:48]([F:49])([F:50])[F:51])[cH:41][c:42]([C:44]([F:45])([F:46])[F:47])[cH:43]1)(=[O:4])=[O:5].[CH3:56][N:57]1[CH2:58][CH2:59][CH2:60][N:61]([CH3:62])[C:63]1=[O:64].[CH3:65][CH2:66][O:67][C:68]([CH3:69])=[O:70].[N-:52]=[N+:53]=[N-:54].[Na+:55]>>[CH:6]([CH2:7][N:8]([CH2:9][c:10]1[c:11](-[c:20]2[c:21]([O:29][CH3:30])[cH:22][cH:23][c:24]([CH:26]([CH3:27])[CH3:28])[cH:25]2)[cH:12][cH:13][c:14]([C:16]([F:17])([F:18])[F:19])[cH:15]1)[C:31](=[O:32])[O:33][C:34]([CH3:35])([CH3:36])[CH3:37])([c:38]1[cH:39][c:40]([C:48]([F:49])([F:50])[F:51])[cH:41][c:42]([C:44]([F:45])([F:46])[F:47])[cH:43]1)[N:52]=[N+:53]=[N-:54]. Product: CC(C)(C)OC(=O)NCC1CCC(C(=O)NC(Cc2ccccc2)c2cc(-c3ccc(C(N)=O)cc3)cs2)CC1. Reactants: CC(C)(C)OC(=O)NCC1CCC(C(=O)NC(Cc2ccccc2)c2cc(Br)cs2)CC1, NC(=O)c1ccc(B(O)O)cc1, CC(C)(C)P(C(C)(C)C)C(C)(C)C, CC(C)(C)P(C(C)(C)C)C(C)(C)C, [K+], [K+], [K+], CN(C)C=O, O=P([O-])([O-])[O-], [Pd]. Reaction SMILES: [C:1]([CH3:2])([CH3:3])([CH3:4])[O:5][C:6]([NH:7][CH2:8][CH:9]1[CH2:10][CH2:11][CH:12]([C:15]([NH:16][CH:17]([CH2:18][c:19]2[cH:20][cH:21][cH:22][cH:23][cH:24]2)[c:25]2[s:26][cH:27][c:28]([Br:30])[cH:29]2)=[O:31])[CH2:13][CH2:14]1)=[O:32].[C:33]([NH2:34])(=[O:35])[c:36]1[cH:37][cH:38][c:39]([B:42]([OH:43])[OH:44])[cH:40][cH:41]1.[C:59]([P:60]([C:61]([CH3:62])([CH3:63])[CH3:64])[C:65]([CH3:66])([CH3:67])[CH3:68])([CH3:69])([CH3:70])[CH3:71].[C:72]([P:73]([C:74]([CH3:75])([CH3:76])[CH3:77])[C:78]([CH3:79])([CH3:80])[CH3:81])([CH3:82])([CH3:83])[CH3:84].[K+:50].[K+:51].[K+:52].[O:53]=[CH:54][N:55]([CH3:56])[CH3:57].[P:45]([O-:46])([O-:47])([O-:48])=[O:49].[Pd:58]>>[C:1]([CH3:2])([CH3:3])([CH3:4])[O:5][C:6]([NH:7][CH2:8][CH:9]1[CH2:10][CH2:11][CH:12]([C:15]([NH:16][CH:17]([CH2:18][c:19]2[cH:20][cH:21][cH:22][cH:23][cH:24]2)[c:25]2[s:26][cH:27][c:28](-[c:39]3[cH:38][cH:37][c:36]([C:33]([NH2:34])=[O:35])[cH:41][cH:40]3)[cH:29]2)=[O:31])[CH2:13][CH2:14]1)=[O:32]. The reactants are C(#N)C1=C(C=CC=C1)C1=CC=C(C=C1)CC(C(=O)OCC)C(CCC)=O (ethyl 2-[(2′-cyanobiphenyl-4-yl)methyl]-3-oxohexanoate), COCC(C)NC1=NN=C(N1)C (N-(2-methoxy-1-methylethyl)-5-methyl-4H-1,2,4-triazol-3-amine). Reaction conditions: temperature 250 celsius, time 15 minute. Product: COCC(C)N1C=2N(C(=C(C1=O)CC1=CC=C(C=C1)C=1C(=CC=CC1)C#N)CCC)N=C(N2)C (4′-{[4-(2-methoxy-1-methylethyl)-2-methyl-5-oxo-7-propyl-4,5-dihydro[1,2,4]triazolo[1,5-a]pyrimidin-6-yl]methyl}biphenyl-2-carbonitrile). The yield is 58.8%. Reaction SMILES: [C:1]([C:3]1[CH:8]=[CH:7][CH:6]=[CH:5][C:4]=1[C:9]1[CH:14]=[CH:13][C:12]([CH2:15][CH:16]([C:22](=O)[CH2:23][CH2:24][CH3:25])[C:17](OCC)=[O:18])=[CH:11][CH:10]=1)#[N:2].[CH3:27][O:28][CH2:29][CH:30]([NH:32][C:33]1[NH:37][C:36]([CH3:38])=[N:35][N:34]=1)[CH3:31]>>[CH3:27][O:28][CH2:29][CH:30]([N:32]1[C:17](=[O:18])[C:16]([CH2:15][C:12]2[CH:13]=[CH:14][C:9]([C:4]3[C:3]([C:1]#[N:2])=[CH:8][CH:7]=[CH:6][CH:5]=3)=[CH:10][CH:11]=2)=[C:22]([CH2:23][CH2:24][CH3:25])[N:34]2[N:35]=[C:36]([CH3:38])[N:37]=[C:33]12)[CH3:31]. Procedure details: A mixture of ethyl 2-[(2′-cyanobiphenyl-4-yl)methyl]-3-oxohexanoate (1.84 g) and N-(2-methoxy-1-methylethyl)-5-methyl-4H-1,2,4-triazol-3-amine (0.4 g) was stirred at 250° C. for 15 min under microwave irradiation. The obtained reaction mixture was purified by silica gel column chromatography to give the title compound as a colorless solid (0.63 g, 52%). Reactants: C(C)OC(=O)C=1C=C(C=CC1)NC(=O)C1=CC=C(C=2OCCOC21)OC (5-(3-ethoxycarbonylphenylaminocarbonyl)-2,3-dihydro-8-methoxy-1,4-benzodioxine), O.Cl (hydrochloric acid water), [OH-].[Na+] (sodium hydroxide), O (water). Run in C(C)O (ethanol). Product: C(=O)(O)C=1C=C(C=CC1)NC(=O)C1=CC=C(C=2OCCOC21)OC (5-(3-carboxyphenylaminocarbonyl)-2,3-dihydro-8-methoxy-1,4-benzodioxine). Isolated yield 80.0%. As a reaction SMILES: C([O:3][C:4]([C:6]1[CH:7]=[C:8]([NH:12][C:13]([C:15]2[C:24]3[O:23][CH2:22][CH2:21][O:20][C:19]=3[C:18]([O:25][CH3:26])=[CH:17][CH:16]=2)=[O:14])[CH:9]=[CH:10][CH:11]=1)=[O:5])C.[OH-].[Na+].O.O.Cl>C(O)C>[C:4]([C:6]1[CH:7]=[C:8]([NH:12][C:13]([C:15]2[C:24]3[O:23][CH2:22][CH2:21][O:20][C:19]=3[C:18]([O:25][CH3:26])=[CH:17][CH:16]=2)=[O:14])[CH:9]=[CH:10][CH:11]=1)([OH:5])=[O:3] |f:1.2,4.5|. Procedure: Compound 185 (0.19 g) obtained in Example 185 was suspended in ethanol (1 ml), mixed with a 24% aqueous sodium hydroxide solution (1.3 ml), and heat-refluxed for 2 hours. The resultant was allowed to stand for cooling, mixed with water, and adjusted to PH 2 by adding 2N hydrochloric acid water. The precipitated solid was collected by filtration to give Compound 186 (0.14 g, 80%) as colorless crystals. Starting materials: CC(C)(C)[Si](C)(C)OCC1CC(Oc2cc(Cl)ncn2)CC1O[Si](C)(C)C(C)(C)C, CO, [H][H], [Na+], [Na+], O=C([O-])[O-]. The product is CC(C)(C)[Si](C)(C)OCC1CC(Oc2ccncn2)CC1O[Si](C)(C)C(C)(C)C. As a reaction SMILES: [C:1]([CH3:2])([CH3:3])([CH3:4])[Si:5]([O:6][CH:7]1[CH2:8][CH:9]([O:21][c:22]2[n:23][cH:24][n:25][c:26]([Cl:28])[cH:27]2)[CH2:10][CH:11]1[CH2:12][O:13][Si:14]([CH3:15])([CH3:16])[C:17]([CH3:18])([CH3:19])[CH3:20])([CH3:29])[CH3:30].[CH3:39][OH:40].[H:37][H:38].[Na+:31].[Na+:32].[O-:33][C:34](=[O:35])[O-:36]>>[C:1]([CH3:2])([CH3:3])([CH3:4])[Si:5]([O:6][CH:7]1[CH2:8][CH:9]([O:21][c:22]2[n:23][cH:24][n:25][cH:26][cH:27]2)[CH2:10][CH:11]1[CH2:12][O:13][Si:14]([CH3:15])([CH3:16])[C:17]([CH3:18])([CH3:19])[CH3:20])([CH3:29])[CH3:30]. RXN SMILES: [C:1](=[O:2])([CH3:3])[N:4]1[CH2:5][c:6]2[c:7]([c:10]([CH2:14][CH2:15][N:16]3[CH2:17][CH2:18][CH:19]([c:22]4[n:23][o:24][c:25]5[c:26]4[cH:27][cH:28][c:29]([F:31])[cH:30]5)[CH2:20][CH2:21]3)[c:11]([CH3:13])[s:12]2)[CH2:8][CH2:9]1.[OH2:37].[S:32](=[O:33])(=[O:34])([OH:35])[OH:36]>>[NH:4]1[CH2:5][c:6]2[c:7]([c:10]([CH2:14][CH2:15][N:16]3[CH2:17][CH2:18][CH:19]([c:22]4[n:23][o:24][c:25]5[c:26]4[cH:27][cH:28][c:29]([F:31])[cH:30]5)[CH2:20][CH2:21]3)[c:11]([CH3:13])[s:12]2)[CH2:8][CH2:9]1. The product is Cc1sc2c(c1CCN1CCC(c3noc4cc(F)ccc34)CC1)CCNC2. The reactants are CC(=O)N1CCc2c(sc(C)c2CCN2CCC(c3noc4cc(F)ccc34)CC2)C1, O, O=S(=O)(O)O.